The task is: describe an organic reaction: reactants, conditions, products, and yield. This data is from the Open Reaction Database (ORD), a public repository of structured organic reaction records. Reactants: [Al+3], CCOCC, [H-], [H-], [H-], [H-], [Li+], COC(=O)c1cccc(-n2nc3c(c2N)c(=O)[nH]c2ccccc23)c1, [Na+], [Na+], O=S(=O)([O-])[O-], C1CCOC1. Yields the product Nc1c2c(=O)[nH]c3ccccc3c2nn1-c1cccc(CO)c1. Reaction SMILES: [Al+3:27].[CH3:44][CH2:45][O:46][CH2:47][CH3:48].[H-:26].[H-:29].[H-:30].[H-:31].[Li+:28].[NH2:1][c:2]1[n:3](-[c:16]2[cH:17][c:18]([C:19](=[O:20])[O:21][CH3:22])[cH:23][cH:24][cH:25]2)[n:4][c:5]2[c:6]1[c:7](=[O:15])[nH:8][c:9]1[cH:10][cH:11][cH:12][cH:13][c:14]21.[Na+:37].[Na+:38].[O-:39][S:40](=[O:41])(=[O:42])[O-:43].[O:32]1[CH2:33][CH2:34][CH2:35][CH2:36]1>>[NH2:1][c:2]1[n:3](-[c:16]2[cH:17][c:18]([CH2:19][OH:20])[cH:23][cH:24][cH:25]2)[n:4][c:5]2[c:6]1[c:7](=[O:15])[nH:8][c:9]1[cH:10][cH:11][cH:12][cH:13][c:14]21. The reactants are ClC(=O)OC (methyl chloroformate), ClC(=O)OC (methyl chloroformate), C1(CCCCCCC1)O (cyclooctanol), N1=CC=CC=C1 (pyridine), Cl.N1=CC=CC=C1 (pyridine hydrochloride). Run in C1=CC=CC=C1 (benzene), C1=CC=CC=C1 (benzene). Run at time 12 hour. Yields the product C(OC)(OC1CCCCCCC1)=O (Methyl cyclooctyl carbonate). RXN SMILES: Cl[C:2]([O:4][CH3:5])=[O:3].[CH:6]1([OH:14])[CH2:13][CH2:12][CH2:11][CH2:10][CH2:9][CH2:8][CH2:7]1.N1C=CC=CC=1.Cl.N1C=CC=CC=1>C1C=CC=CC=1>[C:2](=[O:3])([O:14][CH:6]1[CH2:13][CH2:12][CH2:11][CH2:10][CH2:9][CH2:8][CH2:7]1)[O:4][CH3:5] |f:3.4|. Procedure: 18.9 gm of methyl chloroformate were added drop-by-drop under agitation to a solution of 25.6 gm of cyclooctanol and 15.8 gm of absolute pyridine in 150 ml of dry benzene under external cooling at 0° to 5° C. After the methyl chloroformate had been added, agitation was continued for 12 hours at room temperature. Then, the benzene phase was drawn off from the precipitated pyridine hydrochloride, and washed with diluted hydrochloric acid, sodium hydroxide solution and water, and dried. After the s... Reactants: Cc1ccccc1, Cc1cccc(C2CC2)c1[O-], Cc1cccc(C2CC2)c1O, [Na+], O, OC1CCCCC1, Oc1cc(Cl)nnc1Cl. The product is Cc1cccc(C2CC2)c1Oc1nnc(Cl)cc1O. Reaction SMILES: [CH3:40][c:41]1[cH:42][cH:43][cH:44][cH:45][cH:46]1.[CH:1]1([c:4]2[c:5]([O-:6])[c:7]([CH3:11])[cH:8][cH:9][cH:10]2)[CH2:2][CH2:3]1.[CH:29]1([c:30]2[cH:31][cH:32][cH:33][c:34]([CH3:35])[c:36]2[OH:37])[CH2:38][CH2:39]1.[Na+:12].[OH2:47].[OH:13][CH:14]1[CH2:15][CH2:16][CH2:17][CH2:18][CH2:19]1.[OH:20][c:21]1[c:22]([Cl:28])[n:23][n:24][c:25]([Cl:27])[cH:26]1>>[CH:1]1([c:4]2[c:5]([O:6][c:22]3[c:21]([OH:20])[cH:26][c:25]([Cl:27])[n:24][n:23]3)[c:7]([CH3:11])[cH:8][cH:9][cH:10]2)[CH2:2][CH2:3]1. Reactants: CC1(C)COc2ccc(C(=O)O)cc21, [Cl-], N. Product: CC1(C)COc2ccc(C(N)=O)cc21. Reaction SMILES: [CH3:2][C:3]1([CH3:15])[CH2:4][O:5][c:6]2[c:7]1[cH:8][c:9]([C:12](=[O:13])[OH:14])[cH:10][cH:11]2.[Cl-:1].[NH3:16]>>[CH3:2][C:3]1([CH3:15])[CH2:4][O:5][c:6]2[c:7]1[cH:8][c:9]([C:12](=[O:13])[NH2:16])[cH:10][cH:11]2. Reactants: BrCC(OCC)OCC (2-bromo-1,1-diethoxyethane), C(CC=C)O (but-3-en-1-ol), [H-].[Na+] (sodium hydride). Solvent: O1CCCC1 (tetrahydrofuran), O1CCCC1 (tetrahydrofuran), O1CCCC1 (tetrahydrofuran). Conditions: temperature 68 celsius, time 30 minute. The product is C(C)OC(COCCC=C)OCC (4-(2,2-diethoxyethoxy)but-1-ene). As a reaction SMILES: [CH2:1]([OH:5])[CH2:2][CH:3]=[CH2:4].[H-].[Na+].Br[CH2:9][CH:10]([O:14][CH2:15][CH3:16])[O:11][CH2:12][CH3:13]>O1CCCC1>[CH2:12]([O:11][CH:10]([O:14][CH2:15][CH3:16])[CH2:9][O:5][CH2:1][CH2:2][CH:3]=[CH2:4])[CH3:13] |f:1.2|. Reported procedure: A solution of but-3-en-1-ol (96%, 28.0 mL, 312 mmol) in tetrahydrofuran (150 mL) was added to a suspension of sodium hydride (60% in mineral oil, 59.9 g, 1.50 mol) in tetrahydrofuran (700 mL) at 0° C. After the reaction mixture had stirred for 30 minutes at this temperature, a solution of 2-bromo-1,1-diethoxyethane (97%, 72.6 mL, 468 mmol) in tetrahydrofuran (150 mL) was added at 0° C., and the reaction mixture was heated to 68° C. for 66 hours. The reaction mixture was cooled to 0° C., slowly q... Starting materials: C(C)(C)(C)NS(=O)(=O)C1=CC(=CC=C1)C1=NN(C=N1)C1=NC(=CC(=C1)C(F)(F)F)C1=CC=C(C=C1)C(F)(F)F (N-tert-butyl-3-{1-[4-trifluoromethyl-6-(4-trifluoromethyl-phenyl)-pyridin-2-yl]-1H-[1,2,4]triazol-3-yl}-benzenesulfonamide), C(=O)(C(F)(F)F)O (TFA). Run in ClCCl (dichloromethane). Yields the product FC(C1=CC(=NC(=C1)C1=CC=C(C=C1)C(F)(F)F)N1N=C(N=C1)C=1C=C(C=CC1)S(=O)(=O)N)(F)F (3-{1-[4-Trifluoromethyl-6-(4-trifluoromethyl-phenyl)-pyridin-2-yl]-1H-[1,2,4]triazol-3-yl}-benzenesulfonamide). Yield: 26.8%. As a reaction SMILES: C([NH:5][S:6]([C:9]1[CH:14]=[CH:13][CH:12]=[C:11]([C:15]2[N:19]=[CH:18][N:17]([C:20]3[CH:25]=[C:24]([C:26]([F:29])([F:28])[F:27])[CH:23]=[C:22]([C:30]4[CH:35]=[CH:34][C:33]([C:36]([F:39])([F:38])[F:37])=[CH:32][CH:31]=4)[N:21]=3)[N:16]=2)[CH:10]=1)(=[O:8])=[O:7])(C)(C)C.C(O)(C(F)(F)F)=O>ClCCl>[F:29][C:26]([F:27])([F:28])[C:24]1[CH:23]=[C:22]([C:30]2[CH:31]=[CH:32][C:33]([C:36]([F:39])([F:38])[F:37])=[CH:34][CH:35]=2)[N:21]=[C:20]([N:17]2[CH:18]=[N:19][C:15]([C:11]3[CH:10]=[C:9]([S:6]([NH2:5])(=[O:8])=[O:7])[CH:14]=[CH:13][CH:12]=3)=[N:16]2)[CH:25]=1. Procedure: To a cooled and stirred solution of the above prepared N-tert-butyl-3-{1-[4-trifluoromethyl-6-(4-trifluoromethyl-phenyl)-pyridin-2-yl]-1H-[1,2,4]triazol-3-yl}-benzenesulfonamide (0.090 g, 0.16 mmol) in dichloromethane (3 mL) was added TFA (3 mL) and the reaction mixture was allowed to stir at room temperature for 15 h. The mixture was evaporated to dryness and saturated NaHCO3 solution (5 mL), diethyl ether and heptane were added. The mixture was stirred at room temperature for 1 h, the precipit... The reactants are CN (methylamine), ClC1=NC(=CC(=N1)Cl)COCC(F)(F)F (2,4-dichloro-6-((2,2,2-trifluoroethoxy)methyl)pyrimidine). Solvent: C(C)#N (acetonitrile). Reaction conditions: time 30 minute. Yields the product ClC1=NC(=CC(=N1)NC)COCC(F)(F)F (2-Chloro-N-methyl-6-((2,2,2-trifluoroethoxy)methyl)pyrimidin-4-amine). RXN SMILES: [CH3:1][NH2:2].[Cl:3][C:4]1[N:9]=[C:8](Cl)[CH:7]=[C:6]([CH2:11][O:12][CH2:13][C:14]([F:17])([F:16])[F:15])[N:5]=1>C(#N)C>[Cl:3][C:4]1[N:9]=[C:8]([NH:2][CH3:1])[CH:7]=[C:6]([CH2:11][O:12][CH2:13][C:14]([F:17])([F:16])[F:15])[N:5]=1. Procedure details: A solution of methylamine (0.382 mL of 33% solution in absolute ethanol, 3.06 mmol) was added to a solution of 2,4-dichloro-6-((2,2,2-trifluoroethoxy)methyl)pyrimidine (200 mg, 0.77 mmol) in acetonitrile (3 mL). The mixture was stirred at ambient temperature for 30 minutes. The solvents was removed in vacuum, and the residue was purified by preparative HPLC to yield the title compound, 135 mg, (69%).